From a dataset of the Open Reaction Database (ORD), a public repository of structured organic reaction records. describe an organic reaction: reactants, conditions, products, and yield The reactants are BrC1c2ccccc2-c2ccccc21, COC(=O)CS, [H-], [Na+], C1CCOC1. Yields the product COC(=O)CSC1c2ccccc2-c2ccccc21. As a reaction SMILES: [Br:9][CH:10]1[c:11]2[cH:12][cH:13][cH:14][cH:15][c:16]2-[c:17]2[cH:18][cH:19][cH:20][cH:21][c:22]21.[C:3]([CH2:4][SH:5])(=[O:6])[O:7][CH3:8].[H-:1].[Na+:2].[O:23]1[CH2:24][CH2:25][CH2:26][CH2:27]1>>[C:3]([CH2:4][S:5][CH:10]1[c:11]2[cH:12][cH:13][cH:14][cH:15][c:16]2-[c:17]2[cH:18][cH:19][cH:20][cH:21][c:22]21)(=[O:6])[O:7][CH3:8]. Starting materials: CCc1nc(C2CCC(C(C)(C)C)CC2)n2nc(-c3cccc(C#N)c3)[nH]c(=O)c12, O=C([O-])[O-], CCO, ClCCl, [K+], [K+], O. Yields the product CCc1nc(C2CCC(C(C)(C)C)CC2)n2nc(-c3cccc(C(N)=O)c3)[nH]c(=O)c12. RXN SMILES: [C:1]([CH3:2])([CH3:3])([CH3:4])[CH:5]1[CH2:6][CH2:7][CH:8]([c:11]2[n:12][c:13]([CH2:29][CH3:30])[c:14]3[c:15](=[O:28])[nH:16][c:17](-[c:20]4[cH:21][c:22]([C:23]#[N:24])[cH:25][cH:26][cH:27]4)[n:18][n:19]23)[CH2:9][CH2:10]1.[C:31]([O-:32])(=[O:33])[O-:34].[CH3:40][CH2:41][OH:42].[Cl:37][CH2:38][Cl:39].[K+:35].[K+:36].[OH2:43]>>[C:1]([CH3:2])([CH3:3])([CH3:4])[CH:5]1[CH2:6][CH2:7][CH:8]([c:11]2[n:12][c:13]([CH2:29][CH3:30])[c:14]3[c:15](=[O:28])[nH:16][c:17](-[c:20]4[cH:21][c:22]([C:23]([NH2:24])=[O:32])[cH:25][cH:26][cH:27]4)[n:18][n:19]23)[CH2:9][CH2:10]1. The reactants are Br.OC1=CC=C(C=C1)P(C1=CC=CC=C1)C1=CC=C(C=C1)O (bis(4-hydroxyphenyl)phenylphosphine hydrobromide), C(C)(=O)[O-].[Na+] (sodium acetate), C(C)(=O)OC(C)=O (acetic anhydride). The solvent is O (water). The product is C(C)(=O)OC1=CC=C(C=C1)P(C1=CC=CC=C1)C1=CC=C(C=C1)OC(C)=O (Bis(4-acetoxyphenyl)phenylphosphine). Reaction SMILES: Br.[OH:2][C:3]1[CH:8]=[CH:7][C:6]([P:9]([C:16]2[CH:21]=[CH:20][C:19]([OH:22])=[CH:18][CH:17]=2)[C:10]2[CH:15]=[CH:14][CH:13]=[CH:12][CH:11]=2)=[CH:5][CH:4]=1.[C:23]([O-:26])(=O)[CH3:24].[Na+].[C:28](OC(=O)C)(=[O:30])[CH3:29]>O>[C:28]([O:2][C:3]1[CH:8]=[CH:7][C:6]([P:9]([C:16]2[CH:17]=[CH:18][C:19]([O:22][C:23](=[O:26])[CH3:24])=[CH:20][CH:21]=2)[C:10]2[CH:15]=[CH:14][CH:13]=[CH:12][CH:11]=2)=[CH:5][CH:4]=1)(=[O:30])[CH3:29] |f:0.1,2.3|. Procedure details: A mixture of 18.76 g (0.05 mol) of bis(4-hydroxyphenyl)phenylphosphine hydrobromide, 9.1 g (0.11 mol) of sodium acetate and 61 ml of acetic anhydride was heated at reflux for 4 hr and cooled. The mixture was poured onto a mixture of ice and water and the resultant solid was collected and recrystallized from methanol. The yield of bis(4-acetoxyphenyl)phenylphosphine was 4.9 g (25.9% of theory); mp=118°-20° C. Reaction conditions: time 2 hour. Reactants: OC(=O)C(F)(F)F.C(C1=CC=CC=C1)N1CC2=NC(=C(N=C2CC1)N1CCC(CC1)OC1=C(C=C(C=C1)OC)F)NC1CC1 (6-benzyl-N-cyclopropyl-2-(4-(2-fluoro-4-methoxyphenoxy)piperidin-1-yl)-5,6,7,8-tetrahydropyrido[3,4-b]pyrazin-3-amine TFA salt). The product is C1(CC1)NC1=C(N=C2C(=N1)CNCC2)N2CCC(CC2)OC2=C(C=C(C=C2)OC)F (N-cyclopropyl-2-(4-(2-fluoro-4-methoxyphenoxy)piperidin-1-yl)-5,6,7,8-tetrahydropyrido[3,4-b]pyrazin-3-amine), C(=O)(C(F)(F)F)O (TFA). Yield: 457.0%. Reported procedure: A mixture of 6-benzyl-N-cyclopropyl-2-(4-(2-fluoro-4-methoxyphenoxy)piperidin-1-yl)-5,6,7,8-tetrahydropyrido[3,4-b]pyrazin-3-amine TFA salt (46.8 mg, 0.076 mmol) and Pd(OH)2 on carbon (20 wt %, 5 mg, 0.036 mmol) in THF (760 μL) was stirred under an atmosphere of hydrogen gas (balloon) at rt. After 2 h, the mixture was purified by HPLC Method A to give the title compound as a TFA salt (39.6 mg, 99%) as a yellow oil. 1H NMR (400 MHz, methanol-d4) δ ppm 0.52-0.59 (m, 2H), 0.75-0.83 (m, 2H), 1.84-1.... The reagents and catalysts are [OH-].[OH-].[Pd+2] (Pd(OH)2 on carbon). The solvent is C1CCOC1 (THF). Reaction SMILES: [OH:1][C:2]([C:4]([F:7])([F:6])[F:5])=[O:3].C([N:15]1[CH2:24][CH2:23][C:22]2[C:17](=[N:18][C:19]([NH:41][CH:42]3[CH2:44][CH2:43]3)=[C:20]([N:25]3[CH2:30][CH2:29][CH:28]([O:31][C:32]4[CH:37]=[CH:36][C:35]([O:38][CH3:39])=[CH:34][C:33]=4[F:40])[CH2:27][CH2:26]3)[N:21]=2)[CH2:16]1)C1C=CC=CC=1>C1COCC1.[OH-].[OH-].[Pd+2]>[CH:42]1([NH:41][C:19]2[N:18]=[C:17]3[CH2:16][NH:15][CH2:24][CH2:23][C:22]3=[N:21][C:20]=2[N:25]2[CH2:30][CH2:29][CH:28]([O:31][C:32]3[CH:37]=[CH:36][C:35]([O:38][CH3:39])=[CH:34][C:33]=3[F:40])[CH2:27][CH2:26]2)[CH2:43][CH2:44]1.[C:2]([OH:3])([C:4]([F:7])([F:6])[F:5])=[O:1] |f:0.1,3.4.5|. Reactants: [NH4+].[Cl-] (NH4Cl), O=C1CCCC=2OC=CC21 (4-oxo-4,5,6,7-tetrahydrobenzo[b]furan), C1CCOC1 (THF), C(CCC)[Mg]Br (n-butylmagnesium bromide), ice water. Solvent: CCOC(=O)C (AcOEt). Conditions: time 8 hour. Product: C(CCC)=C1CCCC=2OC=CC21 (4-n-butylidene-4,5,6,7-tetrahydrobenzo[b]furan). As a reaction SMILES: O=[C:2]1[C:10]2[CH:9]=[CH:8][O:7][C:6]=2[CH2:5][CH2:4][CH2:3]1.[CH2:11]1[CH2:15]O[CH2:13][CH2:12]1.C([Mg]Br)CCC.[NH4+].[Cl-]>CCOC(C)=O>[CH:15](=[C:2]1[C:10]2[CH:9]=[CH:8][O:7][C:6]=2[CH2:5][CH2:4][CH2:3]1)[CH2:11][CH2:12][CH3:13] |f:3.4|. Procedure: To a mixture of 4-oxo-4,5,6,7-tetrahydrobenzo[b]furan (20.06 g) and THF (200 ml) was added dropwise 2M n-butylmagnesium bromide with ice-water cooling over 15 minutes. The mixture was stirred at r.t. overnight. The reaction mixture was poured into a mixture of a saturated aqueous solution of NH4Cl and AcOEt. The separated organic layer was washed with water and brine, and dried over MgSO4, and evaporated. The resulting oil was purified by chromatography on SiO2 (CHCl3 as eluent) to give 4-n-buty... The reactants are C[O-].[Na+] (sodium methoxide), mixture, C(CCC)OC(=O)C1C=CN=C(C2=C1C=CC(=C2)Cl)C2=C(C=CC=C2)F (8-chloro-1-(2-fluorophenyl)-5H-2-benzazepine-5-carboxylic acid butyl ester), C(CCC)OC(=O)C1=CCN=C(C2=C1C=CC(=C2)Cl)C2=C(C=CC=C2)F (8-chloro-1-(2-fluorophenyl)-3H-2-benzazepine-5-carboxylic acid butyl ester), Cl.C(C)(=N)N (acetamidine hydrochloride). Run in O (water), C(C)O (ethanol), CO (methanol). Yields the product ClC1=CC2=C(C3C(CN=C2C2=C(C=CC=C2)F)N=C(NC3=O)C)C=C1 (9-Chloro-4a,11b-dihydro-3-methyl-7-(2-fluorophenyl)-5H-pyrimido[4,5-d][2]benzazepin-1(2H)-one). RXN SMILES: C[O-].[Na+].C([O:8][C:9]([CH:11]1[C:17]2[CH:18]=[CH:19][C:20]([Cl:22])=[CH:21][C:16]=2[C:15]([C:23]2[CH:28]=[CH:27][CH:26]=[CH:25][C:24]=2[F:29])=[N:14][CH:13]=[CH:12]1)=O)CCC.C(OC(C1C2C=CC(Cl)=CC=2C(C2C=CC=CC=2F)=NCC=1)=O)CCC.Cl.[C:57]([NH2:60])(=[NH:59])[CH3:58]>C(O)C.O.CO>[Cl:22][C:20]1[CH:19]=[CH:18][C:17]2[CH:11]3[C:9](=[O:8])[NH:60][C:57]([CH3:58])=[N:59][CH:12]3[CH2:13][N:14]=[C:15]([C:23]3[CH:28]=[CH:27][CH:26]=[CH:25][C:24]=3[F:29])[C:16]=2[CH:21]=1 |f:0.1,4.5|. Procedure details: In one portion 14.0 mL of a 4.34M methanol solution of sodium methoxide was added to a solution of 14.0 g (37.7 mmol) of a mixture of 8-chloro-1-(2-fluorophenyl)-5H-2-benzazepine-5-carboxylic acid butyl ester and 8-chloro-1-(2-fluorophenyl)-3H-2-benzazepine-5-carboxylic acid butyl ester and 7.0 g (74 mmol) of acetamidine hydrochloride in 250 mL of ethanol. The mixture was refluxed for 17 hr, cooled and poured into 1 L of water. The resulting precipitate was collected by filtration and washed wit... Starting materials: FC1=C(COC=2C(=NC=CC2)NC(=S)NC2=CC=C(C=C2)Cl)C(=CC=C1)F (N-[3-(2,6-difluorobenzyloxy)pyrid-2-yl]-N'-(4-chlorophenyl)thiourea), mercuric oxide, C(C)(C)N (isopropylamine). Run in CO (methanol). Run at time 96 hour. The product is FC1=C(COC=2C(=NC=CC2)NC(=NC2=CC=C(C=C2)Cl)NC(C)C)C(=CC=C1)F (3-(2,6-Difluorobenzyloxy)pyrid-2-yl-N'-(prop-2-yl)-N-"-(4-chlorophenyl)guanidine). Reaction SMILES: [F:1][C:2]1[CH:26]=[CH:25][CH:24]=[C:23]([F:27])[C:3]=1[CH2:4][O:5][C:6]1[C:7]([NH:12][C:13]([NH:15][C:16]2[CH:21]=[CH:20][C:19]([Cl:22])=[CH:18][CH:17]=2)=S)=[N:8][CH:9]=[CH:10][CH:11]=1.[CH:28]([NH2:31])([CH3:30])[CH3:29]>CO>[F:1][C:2]1[CH:26]=[CH:25][CH:24]=[C:23]([F:27])[C:3]=1[CH2:4][O:5][C:6]1[C:7]([NH:12][C:13]([NH:31][CH:28]([CH3:30])[CH3:29])=[N:15][C:16]2[CH:21]=[CH:20][C:19]([Cl:22])=[CH:18][CH:17]=2)=[N:8][CH:9]=[CH:10][CH:11]=1. Procedure details: A mixture of N-[3-(2,6-difluorobenzyloxy)pyrid-2-yl]-N'-(4-chlorophenyl)thiourea (1.0 g, 0.0025 mol), yellow mercuric oxide (0.64 g, 0.003 mol) and isopropylamine (0.43 g, 0.0074 mol) in methanol (20 ml) was stirred at room temperature for 96 hours, and then heated at 50 ° C. for 8 hours. After cooling, the solvent was removed in vacuo and the black residue was boiled with chloroform and filtered hot. Evaporation of the solvent and recrystallisation from acetonitrile gave the desired product. Yi... Starting materials: ClC1=CC=C(C=C1)C(C(=O)O)C (2-(4-chlorophenyl)propanoic acid), NCCCN1CCC(CC1)C=1C=C(C=CC1)NC(C(C)C)=O (N-{3-[1-(3-aminopropyl)-4-piperidinyl]phenyl}-2-methylpropanamide). The product is ClC1=CC=C(C=C1)C(C(=O)NCCCN1CCC(CC1)C1=CC(=CC=C1)NC(C(C)C)=O)C (2-(4-CHLOROPHENYL)-N-(3-{4-[3-(ISOBUTYRYLAMINO)PHENYL]-1-PIPERIDINYL}PROPYL)PROPANAMIDE). As a reaction SMILES: [Cl:1][C:2]1[CH:7]=[CH:6][C:5]([CH:8]([CH3:12])[C:9]([OH:11])=O)=[CH:4][CH:3]=1.[NH2:13][CH2:14][CH2:15][CH2:16][N:17]1[CH2:22][CH2:21][CH:20]([C:23]2[CH:24]=[C:25]([NH:29][C:30](=[O:34])[CH:31]([CH3:33])[CH3:32])[CH:26]=[CH:27][CH:28]=2)[CH2:19][CH2:18]1>>[Cl:1][C:2]1[CH:3]=[CH:4][C:5]([CH:8]([CH3:12])[C:9]([NH:13][CH2:14][CH2:15][CH2:16][N:17]2[CH2:22][CH2:21][CH:20]([C:23]3[CH:28]=[CH:27][CH:26]=[C:25]([NH:29][C:30](=[O:34])[CH:31]([CH3:32])[CH3:33])[CH:24]=3)[CH2:19][CH2:18]2)=[O:11])=[CH:6][CH:7]=1. Procedure: Example 37 was prepared from 2-(4-chlorophenyl)propanoic acid and N-{3-[1-(3-aminopropyl)-4-piperidinyl]phenyl}-2-methylpropanamide according to the procedures described in Scheme 9: 1H NMR (400 MHz, CDCl3) δ 7.61 (d, 2H, J=6.5 Hz), 7.26 (s, 6H), 7.05–6.99 (m, 1H), 6.94 (d, 1H, J=7.1 Hz), 3.37–3.25 (m, 2H), 2.89 (d, 1H, J=9.6 Hz), 2.57–2.43 (m, 2H), 2.37 (t, 2H, J=6.1 Hz), 2.22–2.16 (m, 2H), 2.00–1.91 (m, 2H), 1.89–1.77 (m, 2H), 1.69–1.58 (m, 4H), 1.48 (d, 3H, J=7.0 Hz), 1.24 (d, 6H, J=7.0 Hz); ... Starting materials: [I-].[K+] (potassium iodide), FC(C=1C=C(C=C(C1)C)C)(F)F (5-trifluoromethyl-m-xylene), C(C1=CC=CC=C1)(=O)OOC(C1=CC=CC=C1)=O (dibenzoyl peroxide), BrN1C(CCC1=O)=O (N-bromosuccinimide). The solvent is C1=CC=CC=C1 (benzene). Product: FC(C=1C=C(CBr)C=C(C1)C)(F)F (3-Trifluoromethyl-5-methylbenzyl bromide). Reaction SMILES: [F:1][C:2]([F:12])([F:11])[C:3]1[CH:4]=[C:5]([CH3:10])[CH:6]=[C:7]([CH3:9])[CH:8]=1.C(OOC(=O)C1C=CC=CC=1)(=O)C1C=CC=CC=1.[Br:31]N1C(=O)CCC1=O.[I-].[K+]>C1C=CC=CC=1>[F:1][C:2]([F:11])([F:12])[C:3]1[CH:4]=[C:5]([CH:6]=[C:7]([CH3:9])[CH:8]=1)[CH2:10][Br:31] |f:3.4|. Reported procedure: A solution of 5-trifluoromethyl-m-xylene (3.4 g) and dibenzoyl peroxide (0.25 g) in 100 ml of benzene at reflux is treated with N-bromosuccinimide (4.4 g) in portions. The mixture is heated until a negative potassium iodide test is obtained. The reaction mixture is cooled and concentrated in vacuo. The residue is triturated with n-hexane and the solids are removed by filtration. The filtrate is evaporated to give the oily crude benzyl bromide.